Dataset: the Open Reaction Database (ORD), a public repository of structured organic reaction records. Task: describe an organic reaction: reactants, conditions, products, and yield The reactants are CN(C=O)C (dimethylformamide), three, C(C)C(CBr)CCCC (2-ethylhexyl bromide), OC1=CC2=C3C(C=CC=C3C(C=3C=CC=CC23)=O)=C1 (2-hydroxy-7H-benzo[de]anthracene-7-one), C([O-])([O-])=O.[K+].[K+] (potassium carbonate), C(C)C(CBr)CCCC (2-ethylhexyl bromide). Solvent: O (water). Reaction conditions: time 7 hour. The product is C(C)C(COC1=CC2=C3C(C=CC=C3C(C=3C=CC=CC23)=O)=C1)CCCC (2-[(2-ethylhexyl)oxy]-7H-benzo[de]anthracene-7-one). Reaction SMILES: [OH:1][C:2]1[CH:19]=[C:6]2[CH:7]=[CH:8][CH:9]=[C:10]3[C:11](=[O:18])[C:12]4[CH:13]=[CH:14][CH:15]=[CH:16][C:17]=4[C:4](=[C:5]23)[CH:3]=1.C(=O)([O-])[O-].[K+].[K+].[CH2:26]([CH:28]([CH2:31][CH2:32][CH2:33][CH3:34])[CH2:29]Br)[CH3:27].CN(C)C=O>O>[CH2:26]([CH:28]([CH2:31][CH2:32][CH2:33][CH3:34])[CH2:29][O:1][C:2]1[CH:19]=[C:6]2[CH:7]=[CH:8][CH:9]=[C:10]3[C:11](=[O:18])[C:12]4[CH:13]=[CH:14][CH:15]=[CH:16][C:17]=4[C:4](=[C:5]23)[CH:3]=1)[CH3:27] |f:1.2.3|. Reported procedure: A 500 ml three neck flask was equipped with a mechanical stirrer, heating mantle and condenser. To the flask was added 25 g 2-hydroxy-7H-benzo[de]anthracene-7-one, 18 g powdered potassium carbonate, 25 g 2-ethylhexyl bromide and 250 g dimethylformamide (DMF). The mixture was heated to reflux. After seven hours, 4.5 g 2-ethylhexyl bromide was added and the mixture heated at reflux for an additional three hours. The mixture was then cooled to room temperature and 500 g deionized water was added. T... The reactants are BrC=1C=CC(NC1)=O (5-Bromo-2(1H)-pyridinone), C(C)(C)[Si](C(C)C)(C(C)C)OS(=O)(=O)C(F)(F)F (triisopropylsilyl-trifluoromethanesulfonate). The product is BrC=1C=CC(=NC1)O[Si](C(C)C)(C(C)C)C(C)C (5-bromo-2-(triisopropylsilyloxy)pyridine), formula IV. Reaction SMILES: [Br:1][C:2]1[CH:3]=[CH:4][C:5](=[O:8])[NH:6][CH:7]=1.[CH:9]([Si:12](OS(C(F)(F)F)(=O)=O)([CH:16]([CH3:18])[CH3:17])[CH:13]([CH3:15])[CH3:14])([CH3:11])[CH3:10]>>[Br:1][C:2]1[CH:3]=[CH:4][C:5]([O:8][Si:12]([CH:16]([CH3:18])[CH3:17])([CH:13]([CH3:15])[CH3:14])[CH:9]([CH3:11])[CH3:10])=[N:6][CH:7]=1. Procedure: 5-Bromo-2(1H)-pyridinone is allowed to react with triisopropylsilyl-trifluoromethanesulfonate to afford 5-bromo-2-(triisopropylsilyloxy)pyridine having the formula IV. ##STR15## The reactants are C(#N)CNC(=O)C1(CCCCC1)NC(C1=CC=C(C=C1)CBr)=O (N-[1-(cyanomethyl-carbamoyl)-cyclohexyl]-4-bromomethyl-benzamide), N1C=NC=C1.[Na] (sodium-imidazol). Run in C1CCOC1 (THF). The product is C(#N)CNC(=O)C1(CCCCC1)NC(C1=CC=C(C=C1)CN1C=NC=C1)=O (N-[1-(cyanomethyl-carbamoyl)-cyclohexyl]-4-imidazol-1-ylmethyl-benzamide). RXN SMILES: [C:1]([CH2:3][NH:4][C:5]([C:7]1([NH:13][C:14](=[O:23])[C:15]2[CH:20]=[CH:19][C:18]([CH2:21]Br)=[CH:17][CH:16]=2)[CH2:12][CH2:11][CH2:10][CH2:9][CH2:8]1)=[O:6])#[N:2].[NH:24]1[CH:28]=[CH:27][N:26]=[CH:25]1.[Na]>C1COCC1>[C:1]([CH2:3][NH:4][C:5]([C:7]1([NH:13][C:14](=[O:23])[C:15]2[CH:20]=[CH:19][C:18]([CH2:21][N:24]3[CH:28]=[CH:27][N:26]=[CH:25]3)=[CH:17][CH:16]=2)[CH2:12][CH2:11][CH2:10][CH2:9][CH2:8]1)=[O:6])#[N:2] |f:1.2,^1:28|. Procedure: N-[1-(cyanomethyl-carbamoyl)-cyclohexyl]-4-bromomethyl-benzamide (0.34 mmol) is dissolved in THF (2 ml) and sodium-imidazol (0.41 mmol) is added and the reaction mixture stirred at RT over night. After evaporation of the solvent, the residue is extracted with ethyl acetate. The extract is washed with water, dried over magnesium sulfate and evaporated. The residue was suspended in diethylether and the solid filtered of. The crude product is purified by chromatography on silica using CH2Cl2/MeOH=9... The reactants are C(CCC)N1N=C(NCC1=O)C1=CC(=CC(=C1)Cl)Cl (1-(n-Butyl)-3-(3,5-dichlorophenyl)-4,5-dihydro-1,2,4-triazin-6-one), ClC(=O)OCCl (chloromethyl chloroformate), compound 14. Solvent: N1=CC=CC=C1 (pyridine). Yields the product C(CCC)N1N=C(N(CC1=O)C(=O)OCCl)C1=CC(=CC(=C1)Cl)Cl (1-(n-butyl)-3-(3,5-dichlorophenyl)-4-(chloromethyloxycarbonyl)-4,5-dihydro-1,2,4-triazin-6-one). Yield: 51.0%. As a reaction SMILES: [CH2:1]([N:5]1[C:10](=[O:11])[CH2:9][NH:8][C:7]([C:12]2[CH:17]=[C:16]([Cl:18])[CH:15]=[C:14]([Cl:19])[CH:13]=2)=[N:6]1)[CH2:2][CH2:3][CH3:4].Cl[C:21]([O:23][CH2:24][Cl:25])=[O:22]>N1C=CC=CC=1>[CH2:1]([N:5]1[C:10](=[O:11])[CH2:9][N:8]([C:21]([O:23][CH2:24][Cl:25])=[O:22])[C:7]([C:12]2[CH:17]=[C:16]([Cl:18])[CH:15]=[C:14]([Cl:19])[CH:13]=2)=[N:6]1)[CH2:2][CH2:3][CH3:4]. Procedure details: 1-(n-Butyl)-3-(3,5-dichlorophenyl)-4,5-dihydro-1,2,4-triazin-6-one was acylated with chloromethyl chloroformate in a similar manner to the reaction described to make compound 14 except that pyridine was used as a base. The product 1-(n-butyl)-3-(3,5-dichlorophenyl)-4-(chloromethyloxycarbonyl)-4,5-dihydro-1,2,4-triazin-6-one was isolated in 51% yield. The reactants are O=C([O-])[O-], Cc1ccc2c(n1)Oc1ccc(C(C)C(=O)O)cc1C2, CN(C)C=O, NC(=O)CCl, [K+], [K+], O. Product: Cc1ccc2c(n1)Oc1ccc(C(C)C(=O)OCC(N)=O)cc1C2. Reaction SMILES: [C:21](=[O:22])([O-:23])[O-:24].[CH3:1][CH:2]([C:3](=[O:4])[OH:5])[c:6]1[cH:7][cH:8][c:9]2[c:10]([cH:20]1)[CH2:11][c:12]1[c:13]([n:14][c:15]([CH3:18])[cH:16][cH:17]1)[O:19]2.[CH3:33][N:34]([CH3:35])[CH:36]=[O:37].[Cl:27][CH2:28][C:29](=[O:30])[NH2:31].[K+:25].[K+:26].[OH2:32]>>[CH3:1][CH:2]([C:3](=[O:4])[O:5][CH2:28][C:29](=[O:30])[NH2:31])[c:6]1[cH:7][cH:8][c:9]2[c:10]([cH:20]1)[CH2:11][c:12]1[c:13]([n:14][c:15]([CH3:18])[cH:16][cH:17]1)[O:19]2. Starting materials: ClC=1N=C2C(=C(C=NC2=CC1)C(C)=O)NC1CCC(CC1)CN1C[C@@H](CC1)F (1-(6-chloro-4-((4-(((R)-3-fluoropyrrolidin-1-yl)methyl)cyclohexyl)amino)-1,5-naphthyridin-3-yl)ethanone), ClC1=C(C(=CC(=C1)B1OC(C(O1)(C)C)(C)C)Cl)O (2,6-dichloro-4-(4,4,5,5-tetramethyl-1,3,2-dioxaborolan-2-yl)phenol). Yields the product ClC=1C=C(C=C(C1O)Cl)C=1N=C2C(=C(C=NC2=CC1)C(C)=O)NC1CCC(CC1)CN1C[C@@H](CC1)F (1-[6-(3,5-dichloro-4-hydroxyphenyl)-4-({4-[((R)-3-fluoropyrrolidin-1yl)methyl]cyclohexyl}amino)-1,5-naphthyridin-3-yl]ethanone). Yield: 68.4%. Reaction SMILES: Cl[C:2]1[N:3]=[C:4]2[C:9](=[CH:10][CH:11]=1)[N:8]=[CH:7][C:6]([C:12](=[O:14])[CH3:13])=[C:5]2[NH:15][CH:16]1[CH2:21][CH2:20][CH:19]([CH2:22][N:23]2[CH2:27][CH2:26][C@@H:25]([F:28])[CH2:24]2)[CH2:18][CH2:17]1.[Cl:29][C:30]1[CH:35]=[C:34](B2OC(C)(C)C(C)(C)O2)[CH:33]=[C:32]([Cl:45])[C:31]=1[OH:46]>>[Cl:29][C:30]1[CH:35]=[C:34]([C:2]2[N:3]=[C:4]3[C:9](=[CH:10][CH:11]=2)[N:8]=[CH:7][C:6]([C:12](=[O:14])[CH3:13])=[C:5]3[NH:15][CH:16]2[CH2:17][CH2:18][CH:19]([CH2:22][N:23]3[CH2:27][CH2:26][C@@H:25]([F:28])[CH2:24]3)[CH2:20][CH2:21]2)[CH:33]=[C:32]([Cl:45])[C:31]=1[OH:46]. Procedure details: Following general procedure II, 1-(6-chloro-4-((4-(((R)-3-fluoropyrrolidin-1-yl)methyl)cyclohexyl)amino)-1,5-naphthyridin-3-yl)ethanone (58 mg, 0.143 mmol) was reacted with 2,6-dichloro-4-(4,4,5,5-tetramethyl-1,3,2-dioxaborolan-2-yl)phenol (62 mg, 0.21 mmol) to afford the desired product (52 mg, 60%) as an orange solid: 1H NMR (500 MHz, CD3OD) δ 9.15 (s, 1H), 8.46 (d, J=9.0 Hz, 1H), 8.33 (d, J=9.0 Hz, 1H), 8.12 (s, 2H), 5.74-5.69 (m, 1H), 5.53-5.43 (m, 1H), 4.12-3.84 (m, 2H), 3.31-3.17 (m, 2H), ... Reactants: FC=1C(=NC=C(C1)F)COC1=CC(NC=C1)=O (4-((3,5-Difluoropyridin-2-yl)methoxy)pyridin-2(1H)-one), BrC=1C=CC=2C3=C(N(C2C1)C)CCCN(C3)C(=O)OC(C)(C)C (tert-butyl 8-bromo-6-methyl-3,4,5,6-tetrahydroazepino[4,3-b]indole-2(1H)-carboxylate). Yields the product FC=1C(=NC=C(C1)F)COC1=CC(N(C=C1)C=1C=CC=2C3=C(N(C2C1)C)CCCN(C3)C(=O)OC(C)(C)C)=O (tert-Butyl 8-(4((3, 5-difluoropyridin-2-yl)methoxy)-2-oxopyridin-1 (2H)-yl)-6-methyl-3,4,5,6-tetrahydroazepino[4,3-b]indole-2(1H)-carboxylate). Isolated yield 52.2%. As a reaction SMILES: [F:1][C:2]1[C:3]([CH2:9][O:10][C:11]2[CH:16]=[CH:15][NH:14][C:13](=[O:17])[CH:12]=2)=[N:4][CH:5]=[C:6]([F:8])[CH:7]=1.Br[C:19]1[CH:20]=[CH:21][C:22]2[C:23]3[CH2:33][N:32]([C:34]([O:36][C:37]([CH3:40])([CH3:39])[CH3:38])=[O:35])[CH2:31][CH2:30][CH2:29][C:24]=3[N:25]([CH3:28])[C:26]=2[CH:27]=1>>[F:1][C:2]1[C:3]([CH2:9][O:10][C:11]2[CH:16]=[CH:15][N:14]([C:19]3[CH:20]=[CH:21][C:22]4[C:23]5[CH2:33][N:32]([C:34]([O:36][C:37]([CH3:40])([CH3:39])[CH3:38])=[O:35])[CH2:31][CH2:30][CH2:29][C:24]=5[N:25]([CH3:28])[C:26]=4[CH:27]=3)[C:13](=[O:17])[CH:12]=2)=[N:4][CH:5]=[C:6]([F:8])[CH:7]=1. Procedure details: 4-((3,5-Difluoropyridin-2-yl)methoxy)pyridin-2(1H)-one (206 mg, 0.544 mmol) and tert-butyl 8-bromo-6-methyl-3,4,5,6-tetrahydroazepino[4,3-b]indole-2(1H)-carboxylate (100 mg, 0.418 mmol) were reacted following the procedure for Example 2 (step d) to provide the title compound (117 mg, 50%) as a yellow oil; ESI MS m/z 537 [M+H]+; The reactants are ClC1=CC(=NC=C1)C(=O)N (4-Chloro-2-picolinic acid amide), [OH-].[Na+] (sodium hydroxide), CN(C=O)C (N,N-dimethylformamide), P(=O)(Cl)(Cl)Cl (phosphorus oxychloride). Run in ClCCl (dichloromethane), O (water). Run at temperature 0 celsius, time 6 hour. Yields the product ClC1=CC(=NC=C1)C#N (4-chloro-2-cyanopyridine). Reaction SMILES: [Cl:1][C:2]1[CH:7]=[CH:6][N:5]=[C:4]([C:8]([NH2:10])=O)[CH:3]=1.CN(C)C=O.P(Cl)(Cl)(Cl)=O.[OH-].[Na+]>ClCCl.O>[Cl:1][C:2]1[CH:7]=[CH:6][N:5]=[C:4]([C:8]#[N:10])[CH:3]=1 |f:3.4|. Procedure: 5.0 ml (0.16 equivalent) of N,N-dimethylformamide are added dropwise at 40° C., with stirring, to 150 ml (2.06 mol) of thionyl chloride. Then, in the course of half an hour, 50 g (0.406 mol) of picolinic acid are added. The mixture is cautiously heated to 70° C. and stirred at that temperature for 24 hours, the gases formed being conveyed away through a wash bottle charged with sodium hydroxide solution. Concentration, and coevaporation a further three times with 50 ml of toluene each time, are ... Starting materials: Br (hydrogen bromide), C1(=CC=C(C=C1)N)C1=CC=CC=C1 (biphenyl-4-ylamine), N (ammonia). The solvent is CS(=O)C (DMSO). Conditions: temperature 100 celsius, time 14 hour. Yields the product BrC=1C=C(C=CC1N)C1=CC=CC=C1 (3-bromobiphenyl-4-ylamine). RXN SMILES: [BrH:1].[C:2]1([C:9]2[CH:14]=[CH:13][CH:12]=[CH:11][CH:10]=2)[CH:7]=[CH:6][C:5]([NH2:8])=[CH:4][CH:3]=1.N>CS(C)=O>[Br:1][C:6]1[CH:7]=[C:2]([C:9]2[CH:14]=[CH:13][CH:12]=[CH:11][CH:10]=2)[CH:3]=[CH:4][C:5]=1[NH2:8]. Reported procedure: 8.7 mL (76.8 mmol) of a 48% hydrogen bromide solution is added dropwise to a solution of 13.008 g (76.8 mmol) of biphenyl-4-ylamine in 60 mL of DMSO at ambient temperature and the mixture is stirred for 14 hours. Then it is heated to 100° C. for 1 hour, the mixture is then cooled and poured onto water. By the addition of ammonia solution, the reaction mixture is made alkaline and the precipitate formed is filtered off and washed with water. The purification is carried out by column chromatograph...